Task: describe an organic reaction: reactants, conditions, products, and yield. Dataset: the Open Reaction Database (ORD), a public repository of structured organic reaction records Starting materials: COC=1C=C(C(=O)Cl)C=C(C1OC)OC (3,4,5-trimethoxybenzoyl chloride), C1(=CC=CC=C1)N1CNC(C12CCNCC2)=O (1-phenyl-1,3,8-triaza-spiro[4.5]decan-4-one). Product: C1(=CC=CC=C1)N1CNC(C12CCN(CC2)C(C2=CC(=C(C(=C2)OC)OC)OC)=O)=O (1-Phenyl-8-(3,4,5-trimethoxy-benzoyl)-1,3,8-triaza-spiro[4.5]decan-4-one). Reaction SMILES: [CH3:1][O:2][C:3]1[CH:4]=[C:5]([CH:9]=[C:10]([O:14][CH3:15])[C:11]=1[O:12][CH3:13])[C:6](Cl)=[O:7].[C:16]1([N:22]2[C:26]3([CH2:31][CH2:30][NH:29][CH2:28][CH2:27]3)[C:25](=[O:32])[NH:24][CH2:23]2)[CH:21]=[CH:20][CH:19]=[CH:18][CH:17]=1>>[C:16]1([N:22]2[C:26]3([CH2:27][CH2:28][N:29]([C:6](=[O:7])[C:5]4[CH:4]=[C:3]([O:2][CH3:1])[C:11]([O:12][CH3:13])=[C:10]([O:14][CH3:15])[CH:9]=4)[CH2:30][CH2:31]3)[C:25](=[O:32])[NH:24][CH2:23]2)[CH:17]=[CH:18][CH:19]=[CH:20][CH:21]=1. Reported procedure: The title compound, MS: m/e=426.4 (M+H+), was prepared in accordance with the general method of example 1 from 3,4,5-trimethoxybenzoyl chloride and 1-phenyl-1,3,8-triaza-spiro[4.5]decan-4-one. The reactants are C1(=CC=CC=C1)CC1=CC=CC=C1 (diphenylmethane), FC=1C=C(C=C(C1)F)C(C(=O)OC)=C1CN(C1)C(C1=CC=CC=C1)C1=CC=CC=C1 (methyl (3,5-difluorophenyl)[1-(diphenylmethyl)azetidin-3-ylidene]acetate). Reagents/catalysts: [Pd] (Pd/C). Solvent: CO (methanol), Cl (HCl), CCOCC (ether). Conditions: time 18 hour. The product is N1CC(C1)C(C(=O)OC)C1=CC(=CC(=C1)F)F (Methyl azetidin-3-yl(3,5-difluorophenyl)acetate). RXN SMILES: [F:1][C:2]1[CH:3]=[C:4]([C:9](=[C:14]2[CH2:17][N:16](C(C3C=CC=CC=3)C3C=CC=CC=3)[CH2:15]2)[C:10]([O:12][CH3:13])=[O:11])[CH:5]=[C:6]([F:8])[CH:7]=1.C1(CC2C=CC=CC=2)C=CC=CC=1>CO.Cl.CCOCC.[Pd]>[NH:16]1[CH2:17][CH:14]([CH:9]([C:4]2[CH:5]=[C:6]([F:8])[CH:7]=[C:2]([F:1])[CH:3]=2)[C:10]([O:12][CH3:13])=[O:11])[CH2:15]1. Reported procedure: A mixture of 0.406 g (1 mmol) of methyl (3,5-difluorophenyl)[1-(diphenylmethyl)azetidin-3-ylidene]acetate and 25 mg of 10% Pd/C in 10 mL of methanol and 1 mL of 1M HCl in ether was shaken under 40 psi H2 for 18 h. The mixture was filtered through CELITE and the solid residue was washed with 30 mL of methanol. The filtrate was concentrated to afford a mixture of the title compound and diphenylmethane, which was not separated but was used directly in the next step; Mass Spectrum: m/e=242 (M+1).